The task is: describe an organic reaction: reactants, conditions, products, and yield. This data is from the Open Reaction Database (ORD), a public repository of structured organic reaction records. The reactants are COC(C(C(NC(=O)OCC1=CC=CC=C1)C1=CC=CC=C1)O)=O (N-Carbobenzyloxy-β-phenyl isoserine methyl ester), COC([C@@H]([C@@H](NC(=O)OCC1=CC=CC=C1)C1=CC=CC=C1)O)=O ((2R,3S)-N-carbobenzyloxy-β-phenyl isoserine methyl ester), COC(C1=C(C=C(C=C1)OC)OC)OC (2,4-dimethoxy benzaldehyde dimethyl acetal), C1(=CC=C(C=C1)S(=O)(=O)[O-])C.[NH+]1=CC=CC=C1 (pyridinium p-toluenesulfonate). Solvent: C1CCOC1 (THF). Product: COC(=O)[C@H]1[C@@H](N(C(O1)C1=C(C=C(C=C1)OC)OC)C(=O)OCC1=CC=CC=C1)C1=CC=CC=C1 ((4S,5R)-N-Carbobenzyloxy-2-(2,4-dimethoxyphenyl)-4-phenyl-5-oxazolidinecarboxylic acid methyl ester). Reaction SMILES: [CH3:1][O:2][C:3](=[O:24])[CH:4]([OH:23])[CH:5]([C:17]1[CH:22]=[CH:21][CH:20]=[CH:19][CH:18]=1)[NH:6][C:7]([O:9][CH2:10][C:11]1[CH:16]=[CH:15][CH:14]=[CH:13][CH:12]=1)=[O:8].COC(=O)[C@H](O)[C@H](C1C=CC=CC=1)NC(OCC1C=CC=CC=1)=O.CO[CH:51](OC)[C:52]1[CH:57]=[CH:56][C:55]([O:58][CH3:59])=[CH:54][C:53]=1[O:60][CH3:61].C1(C)C=CC(S([O-])(=O)=O)=CC=1.[NH+]1C=CC=CC=1>C1COCC1>[CH3:1][O:2][C:3]([C@@H:4]1[O:23][CH:51]([C:52]2[CH:57]=[CH:56][C:55]([O:58][CH3:59])=[CH:54][C:53]=2[O:60][CH3:61])[N:6]([C:7]([O:9][CH2:10][C:11]2[CH:12]=[CH:13][CH:14]=[CH:15][CH:16]=2)=[O:8])[C@H:5]1[C:17]1[CH:18]=[CH:19][CH:20]=[CH:21][CH:22]=1)=[O:24] |f:3.4|. Reported procedure: N-Carbobenzyloxy-β-phenyl isoserine methyl ester (Preparation No. 19, 3C, 0.375 g, 1.14 mM) is dissolved in dry THF (10 mL) and the solution treated with 2,4-dimethoxy benzaldehyde dimethyl acetal (4, 0.300 g, 1.42 mM) and pyridinium p-toluenesulfonate (10 mg) and the solution heated to distill off the THF and methanol. After ½ the THF is distilled off, THF (10 mL) is added and the reaction distilled to ½ volume again. The process is repeated three times. The reaction is then concentrated in vac... Reactants: [O-]Cl, [I-], [Na+], [Na+], [Na+], [OH-], O, O=C(O)c1ccc(O)cc1, O=S(=O)(O)O. Product: O=C(O)c1ccc(O)c(I)c1. As a reaction SMILES: [Cl:15][O-:16].[I-:14].[Na+:12].[Na+:13].[Na+:17].[OH-:11].[OH2:23].[OH:1][C:2](=[O:3])[c:4]1[cH:5][cH:6][c:7]([OH:8])[cH:9][cH:10]1.[S:18](=[O:19])(=[O:20])([OH:21])[OH:22]>>[OH:1][C:2](=[O:3])[c:4]1[cH:5][c:6]([I:14])[c:7]([OH:8])[cH:9][cH:10]1. Starting materials: C1(=CC=CC=C1O)C (o-cresol), C(C)(=O)Cl (acetyl chloride), Cl (hydrochloric acid). Conditions: time 3 hour. The product is C(C)(=O)OC1=CC=CC=C1C (o-cresol acetate). Yield: 95.0%. As a reaction SMILES: [C:1]1([CH3:8])[C:6]([OH:7])=[CH:5][CH:4]=[CH:3][CH:2]=1.[C:9](Cl)(=[O:11])[CH3:10].Cl>>[C:9]([O:7][C:6]1[C:1]([CH3:8])=[CH:2][CH:3]=[CH:4][CH:5]=1)(=[O:11])[CH3:10]. Procedure: Into a spherical flask provided with a condenser, a dropping funnel and containing 2 moles of o-cresol, 2.4 moles of acetyl chloride are introduced in 15 minutes. The bath is kept at 110° C. until the release of hydrochloric acid is completed, i.e. after about 3 hours, and then the o-cresol acetate as obtained is distilled under vacuum: Reactants: [Li+].CC(C)[N-]C(C)C (LDA), C(C)N(C(=O)C=1C(=C(C=CC1)OC(C)C)C1=C(C=C(C=C1)OCCC)OC)CC (N,N-diethyl-6-isopropyloxy-2'-methoxy-4'-propyloxy-biphenyl-2-carboxamide), C(CCC)[Li] (n-butyl lithium), C(C)(C)NC(C)C (diisopropylamine). Run in C1CCOC1 (THF), C1CCOC1 (THF). Conditions: time 1 hour. Yields the product C(C)(C)OC1=C2C=3C(=CC(=CC3C(C2=CC=C1)=O)OCCC)OC (5-isopropoxy-2-propoxy-4-methoxy-fluoren-9-one). Yield: 72.4%. Reaction SMILES: [Li+].CC([N-]C(C)C)C.C([Li])CCC.C(NC(C)C)(C)C.C(N(CC)[C:24]([C:26]1[C:27]([C:36]2[CH:41]=[CH:40][C:39]([O:42][CH2:43][CH2:44][CH3:45])=[CH:38][C:37]=2[O:46][CH3:47])=[C:28]([O:32][CH:33]([CH3:35])[CH3:34])[CH:29]=[CH:30][CH:31]=1)=[O:25])C>C1COCC1>[CH:33]([O:32][C:28]1[CH:29]=[CH:30][CH:31]=[C:26]2[C:27]=1[C:36]1[C:37]([O:46][CH3:47])=[CH:38][C:39]([O:42][CH2:43][CH2:44][CH3:45])=[CH:40][C:41]=1[C:24]2=[O:25])([CH3:35])[CH3:34] |f:0.1|. Procedure: Prepare LDA reagent by reacting n-butyl lithium and diisopropylamine as in Example 7C to obtain 0.05 mole in THF (50 mL) at 0° C. At 0° C., dropwise add N,N-diethyl-6-isopropyloxy-2'-methoxy-4'-propyloxy-biphenyl-2-carboxamide (4.3 g, 0.011 mole) in THF (20 mL). Warm the mixture to ambient temperature, stir for 1 hour then heat to reflux for 1.5 hours. Workup the mixture as in Example 7C and chromatograph eluting with 50%/50% EtOAc/hexane to give the title compound as a red solid (2.6 g, 63%). m... Reactants: CC(C)(C)OC(=O)N1CCC2(CC1)NC(=O)NC2=O, CCCC[N+](CCCC)(CCCC)CCCC, Cn1cnc2c(C#N)nc(-c3ccc(OCCOS(C)(=O)=O)c(C(F)(F)F)c3)cc21, [I-], [K+], [K+], O=C([O-])[O-], CN(C)C=O. The product is Cn1cnc2c(C#N)nc(-c3ccc(OCCN4C(=O)NC5(CCN(C(=O)OC(C)(C)C)CC5)C4=O)c(C(F)(F)F)c3)cc21. RXN SMILES: [C:1]([CH3:2])([CH3:3])([CH3:4])[O:5][C:6](=[O:7])[N:8]1[CH2:9][CH2:10][C:11]2([C:12](=[O:17])[NH:13][C:14](=[O:16])[NH:15]2)[CH2:18][CH2:19]1.[CH2:62]([N+:63]([CH2:64][CH2:65][CH2:66][CH3:67])([CH2:68][CH2:69][CH2:70][CH3:71])[CH2:72][CH2:73][CH2:74][CH3:75])[CH2:76][CH2:77][CH3:78].[CH3:20][S:21]([O:22][CH2:25][CH2:26][O:27][c:28]1[c:29]([C:46]([F:47])([F:48])[F:49])[cH:30][c:31](-[c:34]2[cH:35][c:36]3[c:37]([c:38]([C:40]#[N:41])[n:39]2)[n:42][cH:43][n:44]3[CH3:45])[cH:32][cH:33]1)(=[O:23])=[O:24].[I-:61].[K+:50].[K+:51].[O-:52][C:53]([O-:54])=[O:55].[O:56]=[CH:57][N:58]([CH3:59])[CH3:60]>>[C:1]([CH3:2])([CH3:3])([CH3:4])[O:5][C:6](=[O:7])[N:8]1[CH2:9][CH2:10][C:11]2([C:12](=[O:17])[N:13]([CH2:25][CH2:26][O:27][c:28]3[c:29]([C:46]([F:47])([F:48])[F:49])[cH:30][c:31](-[c:34]4[cH:35][c:36]5[c:37]([c:38]([C:40]#[N:41])[n:39]4)[n:42][cH:43][n:44]5[CH3:45])[cH:32][cH:33]3)[C:14](=[O:16])[NH:15]2)[CH2:18][CH2:19]1. The reactants are CCCP1(=O)OP(=O)(OP(=O)(O1)CCC)CCC (1-propanephosphonic acid cyclic anhydride), Intermediate 10, CCN(C(C)C)C(C)C (Hunig's base), NC1=C(C=CC(=C1)NC(=O)OC)C=1N=C(N(C1)COCC[Si](C)(C)C)[C@H](CC=C)NC(OC(C)(C)C)=O (tert-Butyl N-[(1S)-1-(4-{2-amino-4-[(methoxycarbonyl)amino]phenyl}-1-{[2-(trimethylsilyl)ethoxy]methyl}-1H-imidazol-2-yl)but-3-en-1-yl]carbamate), C(C)(=O)OCC (ethyl acetate), CCOC(=O)C (EtOAc). Conditions: temperature 0 celsius, time 3 hour. The product is COC(=O)NC1=CC(=C(C=C1)C=1N=C(N(C1)COCC[Si](C)(C)C)[C@H](CC=C)NC(OC(C)(C)C)=O)NC([C@@H](C=C)C)=O (tert-butyl N-[(1S)-1-(4-{4-[(methoxycarbonyl)amino]-2-[(2R)-2-methylbut-3-enamido]phenyl}-1-{[2-(trimethylsilyl)ethoxy]methyl}-1H-imidazol-2-yl)but-3-en-1-yl]carbamate). Isolated yield 81.0%. Reaction SMILES: [NH2:1][C:2]1[CH:7]=[C:6]([NH:8][C:9]([O:11][CH3:12])=[O:10])[CH:5]=[CH:4][C:3]=1[C:13]1[N:14]=[C:15]([C@@H:26]([NH:30][C:31](=[O:37])[O:32][C:33]([CH3:36])([CH3:35])[CH3:34])[CH2:27][CH:28]=[CH2:29])[N:16]([CH2:18][O:19][CH2:20][CH2:21][Si:22]([CH3:25])([CH3:24])[CH3:23])[CH:17]=1.CCN([CH:44]([CH3:46])[CH3:45])C(C)C.[CH3:47]CCP1(OP(CCC)(=O)OP(CCC)(=O)O1)=O.[C:65](OCC)(=[O:67])C>>[CH3:12][O:11][C:9]([NH:8][C:6]1[CH:5]=[CH:4][C:3]([C:13]2[N:14]=[C:15]([C@@H:26]([NH:30][C:31](=[O:37])[O:32][C:33]([CH3:36])([CH3:35])[CH3:34])[CH2:27][CH:28]=[CH2:29])[N:16]([CH2:18][O:19][CH2:20][CH2:21][Si:22]([CH3:25])([CH3:24])[CH3:23])[CH:17]=2)=[C:2]([NH:1][C:65](=[O:67])[C@H:44]([CH3:45])[CH:46]=[CH2:47])[CH:7]=1)=[O:10]. Procedure details: To a cooled (0° C.), clear yellow orange solution of 135D (4.83 g, 9.08 mmol) in ethyl acetate (91 ml) was added Intermediate 10 (1.0 g, 9.99 mmol) and Hunig's base (6.34 ml, 36.3 mmol). Next, 1-propanephosphonic acid cyclic anhydride (T3P) (50% in EtOAc) (13.38 ml, 22.70 mmol) was added dropwise over 20 min and the reaction was stirred at 0° C. After 3 h, the reaction was diluted with EtOAc and washed with sat. NaHCO3. The aqueous layer was extracted with EtOAc (2×). The organic layers were com... The reactants are C(C)N(C(COC1=CC=C(C=C1)N)C)CC (4-(2-diethylaminopropoxy)phenylamine), ClC1=C(C=CC(=C1)Cl)C#CC(=O)O ((2,4-dichlorophenyl)propynoic acid), ClCCl.C(C)O.N (dichloromethane ethanol ammonia). Yields the product C(C)N(C(COC1=CC=C(C=C1)NC(C#CC1=C(C=C(C=C1)Cl)Cl)=O)C)CC (3-(2,4-dichlorophenyl)propynoic acid-[4-(2-diethylaminopropoxy)phenyl]amide). Reaction SMILES: [CH2:1]([N:3]([CH2:15][CH3:16])[CH:4]([CH3:14])[CH2:5][O:6][C:7]1[CH:12]=[CH:11][C:10]([NH2:13])=[CH:9][CH:8]=1)[CH3:2].[Cl:17][C:18]1[CH:23]=[C:22]([Cl:24])[CH:21]=[CH:20][C:19]=1[C:25]#[C:26][C:27](O)=[O:28].ClCCl.C(O)C.N>>[CH2:15]([N:3]([CH2:1][CH3:2])[CH:4]([CH3:14])[CH2:5][O:6][C:7]1[CH:8]=[CH:9][C:10]([NH:13][C:27](=[O:28])[C:26]#[C:25][C:19]2[CH:20]=[CH:21][C:22]([Cl:24])=[CH:23][C:18]=2[Cl:17])=[CH:11][CH:12]=1)[CH3:16] |f:2.3.4|. Procedure: Prepared analogously to Example 3.4.c. from 4-(2-diethylaminopropoxy)phenylamine and (2,4-dichlorophenyl)propynoic acid. Yield: 0.41 g (65.2% of theory); melting point: 70° C.-72° C.; C22H24Cl2N2O2 (M=419.35); calc.: molecular ion peak (M+H)+: 419/421/423; found: molecular ion peak (M+H)+: 419/421/423; Rf value: 0.4 (silica gel, dichloromethane/ethanol/ammonia (5:1:0.01)).